This data is from the Open Reaction Database (ORD), a public repository of structured organic reaction records. The task is: describe an organic reaction: reactants, conditions, products, and yield Reactants: O=[N+]([O-])c1ccc(Cl)c(Br)c1, O=C([O-])[O-], OCCCO, CCO, Cc1ccccc1, [Na+], [Na+], c1ccc(P(c2ccccc2)(c2ccccc2)[Pd](P(c2ccccc2)(c2ccccc2)c2ccccc2)(P(c2ccccc2)(c2ccccc2)c2ccccc2)P(c2ccccc2)(c2ccccc2)c2ccccc2)cc1, OB(O)c1cccnc1. Product: O=[N+]([O-])c1ccc(Cl)c(-c2cccnc2)c1. RXN SMILES: [Br:1][c:2]1[cH:3][c:4]([N+:9](=[O:10])[O-:11])[cH:5][cH:6][c:7]1[Cl:8].[C:26](=[O:27])([O-:28])[O-:29].[CH2:12]([OH:13])[CH2:14][CH2:15][OH:16].[CH3:32][CH2:33][OH:34].[CH3:35][c:36]1[cH:37][cH:38][cH:39][cH:40][cH:41]1.[Na+:30].[Na+:31].[cH:42]1[cH:43][cH:44][c:45]([P:46]([Pd:47]([P:48]([c:49]2[cH:50][cH:51][cH:52][cH:53][cH:54]2)([c:55]2[cH:56][cH:57][cH:58][cH:59][cH:60]2)[c:61]2[cH:62][cH:63][cH:64][cH:65][cH:66]2)([P:67]([c:68]2[cH:69][cH:70][cH:71][cH:72][cH:73]2)([c:74]2[cH:75][cH:76][cH:77][cH:78][cH:79]2)[c:80]2[cH:81][cH:82][cH:83][cH:84][cH:85]2)[P:86]([c:87]2[cH:88][cH:89][cH:90][cH:91][cH:92]2)([c:93]2[cH:94][cH:95][cH:96][cH:97][cH:98]2)[c:99]2[cH:100][cH:101][cH:102][cH:103][cH:104]2)([c:105]2[cH:106][cH:107][cH:108][cH:109][cH:110]2)[c:111]2[cH:112][cH:113][cH:114][cH:115][cH:116]2)[cH:117][cH:118]1.[n:17]1[cH:18][c:19]([B:23]([OH:24])[OH:25])[cH:20][cH:21][cH:22]1>>[c:2]1(-[c:19]2[cH:18][n:17][cH:22][cH:21][cH:20]2)[cH:3][c:4]([N+:9](=[O:10])[O-:11])[cH:5][cH:6][c:7]1[Cl:8]. Starting materials: [Al+3], [H-], [H-], [H-], [H-], [Li+], C1CCOC1, CCC(=O)Nc1nc2c(s1)CCc1ccccc1-2. The product is CCCNc1nc2c(s1)CCc1ccccc1-2. As a reaction SMILES: [Al+3:20].[H-:19].[H-:22].[H-:23].[H-:24].[Li+:21].[O:25]1[CH2:26][CH2:27][CH2:28][CH2:29]1.[n:1]1[c:2]([NH:14][C:15]([CH2:16][CH3:17])=[O:18])[s:3][c:4]2[c:5]1-[c:6]1[cH:7][cH:8][cH:9][cH:10][c:11]1[CH2:12][CH2:13]2>>[n:1]1[c:2]([NH:14][CH2:15][CH2:16][CH3:17])[s:3][c:4]2[c:5]1-[c:6]1[cH:7][cH:8][cH:9][cH:10][c:11]1[CH2:12][CH2:13]2. Reactants: CCOC(=O)c1ccc(NC(=O)N2CCC(CN(C(=O)OC(C)(C)C)C(C)c3cccc4ccccc34)C(c3ccccc3)C2)cc1, C1CCOC1, CO, Cl, [Na+], [OH-]. The product is CC(c1cccc2ccccc12)N(CC1CCN(C(=O)Nc2ccc(C(=O)O)cc2)CC1c1ccccc1)C(=O)OC(C)(C)C. As a reaction SMILES: [C:1]([CH3:2])([CH3:3])([CH3:4])[O:5][C:6](=[O:7])[N:8]([CH:9]([CH3:10])[c:11]1[cH:12][cH:13][cH:14][c:15]2[cH:16][cH:17][cH:18][cH:19][c:20]12)[CH2:21][CH:22]1[CH:23]([c:42]2[cH:43][cH:44][cH:45][cH:46][cH:47]2)[CH2:24][N:25]([C:28](=[O:29])[NH:30][c:31]2[cH:32][cH:33][c:34]([C:35](=[O:36])[O:37][CH2:38][CH3:39])[cH:40][cH:41]2)[CH2:26][CH2:27]1.[CH2:48]1[O:49][CH2:50][CH2:51][CH2:52]1.[CH3:56][OH:57].[ClH:55].[Na+:54].[OH-:53]>>[C:1]([CH3:2])([CH3:3])([CH3:4])[O:5][C:6](=[O:7])[N:8]([CH:9]([CH3:10])[c:11]1[cH:12][cH:13][cH:14][c:15]2[cH:16][cH:17][cH:18][cH:19][c:20]12)[CH2:21][CH:22]1[CH:23]([c:42]2[cH:43][cH:44][cH:45][cH:46][cH:47]2)[CH2:24][N:25]([C:28](=[O:29])[NH:30][c:31]2[cH:32][cH:33][c:34]([C:35](=[O:36])[OH:37])[cH:40][cH:41]2)[CH2:26][CH2:27]1.